From a dataset of the Open Reaction Database (ORD), a public repository of structured organic reaction records. describe an organic reaction: reactants, conditions, products, and yield Reactants: C(C)(C)(C)OC(NC1(CCC1)C1=CC=C(C=C1)C1=NC=2N(C=C1C1=CC=CC=C1)C(=CN2)C=C)=O ({1-[4-(6-Phenyl-3-vinyl-imidazo[1,2-a]pyrimidin-7-yl)-phenyl]-cyclobutyl}-carbamic Acid Tert-butyl Ester), Cl.CO (HCl MeOH). The solvent is CO (MeOH). Conditions: time 3 hour. The product is C1(=CC=CC=C1)C=1C(=NC=2N(C1)C(=CN2)C=C)C2=CC=C(C=C2)C2(CCC2)N (1-[4-(6-Phenyl-3-vinyl-imidazo[1,2-a]pyrimidin-7-yl)-phenyl]-cyclobutylamine). RXN SMILES: C(OC(=O)[NH:7][C:8]1([C:12]2[CH:17]=[CH:16][C:15]([C:18]3[C:23]([C:24]4[CH:29]=[CH:28][CH:27]=[CH:26][CH:25]=4)=[CH:22][N:21]4[C:30]([CH:33]=[CH2:34])=[CH:31][N:32]=[C:20]4[N:19]=3)=[CH:14][CH:13]=2)[CH2:11][CH2:10][CH2:9]1)(C)(C)C.Cl.CO>CO>[C:24]1([C:23]2[C:18]([C:15]3[CH:14]=[CH:13][C:12]([C:8]4([NH2:7])[CH2:9][CH2:10][CH2:11]4)=[CH:17][CH:16]=3)=[N:19][C:20]3[N:21]([C:30]([CH:33]=[CH2:34])=[CH:31][N:32]=3)[CH:22]=2)[CH:25]=[CH:26][CH:27]=[CH:28][CH:29]=1 |f:1.2|. Procedure details: To the solution of 4-5 (47 mg, 0.1 mmol) in 1 mL of MeOH was added 4M HCl/MeOH (2 mL) and the mixture was stirred at room temperature for 3 h. The mixture was concentrated by evaporation and the residue was purified by prep.HPLC to give the product 4-6. Reactants: O1CCCC1 (tetrahydrofuran), C(CCCCCCCCC)C1=CC=C(N)C=C1 (4-decylaniline), O1CCCC1 (tetrahydrofuran), C1(=CC=CC=C1)C1=C(C(C(=O)OC)=CC=C1)O (methyl 3-phenylsalicylate), C(CCC)[Li] (n-butyllithium). The solvent is ClCCl (dichloromethane). Conditions: time 30 minute. Product: C(CCCCCCCCC)C1=CC=C(C=C1)NC(=O)C=1C(=C(C=CC1)C1=CC=CC=C1)O (N-(4-decylphenyl)-2-hydroxy-[1,1'-biphenyl]-3-carboxamide). The yield is 89.8%. As a reaction SMILES: O1CCCC1.[CH2:6]([C:16]1[CH:22]=[CH:21][C:19]([NH2:20])=[CH:18][CH:17]=1)[CH2:7][CH2:8][CH2:9][CH2:10][CH2:11][CH2:12][CH2:13][CH2:14][CH3:15].C([Li])CCC.[C:28]1([C:34]2[CH:43]=[CH:42][CH:41]=[C:36]([C:37](OC)=[O:38])[C:35]=2[OH:44])[CH:33]=[CH:32][CH:31]=[CH:30][CH:29]=1>ClCCl>[CH2:6]([C:16]1[CH:17]=[CH:18][C:19]([NH:20][C:37]([C:36]2[C:35]([OH:44])=[C:34]([C:28]3[CH:29]=[CH:30][CH:31]=[CH:32][CH:33]=3)[CH:43]=[CH:42][CH:41]=2)=[O:38])=[CH:21][CH:22]=1)[CH2:7][CH2:8][CH2:9][CH2:10][CH2:11][CH2:12][CH2:13][CH2:14][CH3:15]. Procedure: To a tetrahydrofuran (20 ml) solution of 4-decylaniline (3.07 g, 13.14 mmol), cooled to 0°-5° C. (inert atmosphere), is added n-butyllithium (2.3 M, 13.14 mmol). The deeply colored solution is stirred for ten minutes, after which a tetrahydrofuran (20 ml) solution of methyl 3-phenylsalicylate (1.00 g, 4.38 mmol) is added. The temperature is allowed to rise to 25° C. over a 30 minute period. The reaction is quenched by pouring the contents into 10% hydrochloric acid (100 ml). The organics are ext... Reactants: O=C([O-])O, NS(=O)(=O)c1cc(C(=O)Cl)ccc1Cl, Cl, [Na+], O, CC(CS)C(=O)N1CSCC1C(=O)O. Product: CC(CSC(=O)c1ccc(Cl)c(S(N)(=O)=O)c1)C(=O)N1CSCC1C(=O)O. As a reaction SMILES: [C:15](=[O:16])([O-:17])[OH:18].[Cl:20][c:21]1[c:22]([S:30]([NH2:31])(=[O:32])=[O:33])[cH:23][c:24]([C:25](=[O:26])[Cl:27])[cH:28][cH:29]1.[ClH:34].[Na+:19].[OH2:35].[SH:1][CH2:2][CH:3]([C:4](=[O:5])[N:6]1[CH2:7][S:8][CH2:9][CH:10]1[C:11](=[O:12])[OH:13])[CH3:14]>>[S:1]([CH2:2][CH:3]([C:4](=[O:5])[N:6]1[CH2:7][S:8][CH2:9][CH:10]1[C:11](=[O:12])[OH:13])[CH3:14])[C:25]([c:24]1[cH:23][c:22]([S:30]([NH2:31])(=[O:32])=[O:33])[c:21]([Cl:20])[cH:29][cH:28]1)=[O:26]. Starting materials: COC1CCNC1, CCOC(C)=O, O=C(O)C=Cc1ccc(C(F)(F)F)nc1Cl, CN(C)C=O. The product is COC1CCN(c2nc(C(F)(F)F)ccc2C=CC(=O)O)C1. Reaction SMILES: [CH3:17][O:18][CH:19]1[CH2:20][NH:21][CH2:22][CH2:23]1.[CH3:29][CH2:30][O:31][C:32]([CH3:33])=[O:34].[Cl:1][c:2]1[n:3][c:4]([C:13]([F:14])([F:15])[F:16])[cH:5][cH:6][c:7]1[CH:8]=[CH:9][C:10](=[O:11])[OH:12].[O:24]=[CH:25][N:26]([CH3:27])[CH3:28]>>[c:2]1([N:21]2[CH2:20][CH:19]([O:18][CH3:17])[CH2:23][CH2:22]2)[n:3][c:4]([C:13]([F:14])([F:15])[F:16])[cH:5][cH:6][c:7]1[CH:8]=[CH:9][C:10](=[O:11])[OH:12]. Starting materials: CCOC(=O)Cc1ccc(Br)c(Oc2cc(C#N)cc(C(F)F)c2)c1F, CCOC(=O)Cc1ccc(C)c(Oc2cc(Cl)cc(C#N)c2)c1F. The product is CCOC(=O)Cc1ccc(C)c(Oc2cc(C#N)cc(C(F)F)c2)c1F. Reaction SMILES: [CH2:1]([CH3:2])[O:3][C:4]([CH2:5][c:6]1[c:7]([F:25])[c:8]([O:13][c:14]2[cH:15][c:16]([C:23]#[N:24])[cH:17][c:18]([CH:20]([F:21])[F:22])[cH:19]2)[c:9]([Br:12])[cH:10][cH:11]1)=[O:26].[CH2:27]([O:28][C:29](=[O:30])[CH2:31][c:32]1[cH:33][cH:34][c:35]([CH3:36])[c:37]([O:38][c:39]2[cH:40][c:41]([C:42]#[N:43])[cH:44][c:45]([Cl:46])[cH:47]2)[c:48]1[F:49])[CH3:50]>>[CH2:1]([CH3:2])[O:3][C:4]([CH2:5][c:6]1[c:7]([F:25])[c:8]([O:13][c:14]2[cH:15][c:16]([C:23]#[N:24])[cH:17][c:18]([CH:20]([F:21])[F:22])[cH:19]2)[c:9]([CH3:27])[cH:10][cH:11]1)=[O:26]. Reactants: [N+](=O)([O-])C1=C(C=O)C=CC=C1 (2-nitrobenzaldehyde), NC1=NNC=C1 (3-aminopyrazole), C(C(C)C)(=O)CC(=O)OCC (ethyl isobutyrylacetate). Yields the product [N+](=O)([O-])C1=C(C=CC=C1)C1C=2C(NC(=C1C(=O)OCC)C(C)C)=NNC2 (Ethyl 4-(2-nitrophenyl)-4,7-dihydro-6-(1-methylethyl)-2H-pyrazolo[3,4-b]pyridine-5-carboxylate). As a reaction SMILES: [N+:1]([C:4]1[CH:11]=[CH:10][CH:9]=[CH:8][C:5]=1[CH:6]=O)([O-:3])=[O:2].[NH2:12][C:13]1[CH:17]=[CH:16][NH:15][N:14]=1.[C:18]([CH2:23][C:24]([O:26][CH2:27][CH3:28])=[O:25])(=O)[CH:19]([CH3:21])[CH3:20]>>[N+:1]([C:4]1[CH:11]=[CH:10][CH:9]=[CH:8][C:5]=1[CH:6]1[C:23]([C:24]([O:26][CH2:27][CH3:28])=[O:25])=[C:18]([CH:19]([CH3:21])[CH3:20])[NH:12][C:13]2=[N:14][NH:15][CH:16]=[C:17]12)([O-:3])=[O:2]. Reported procedure: The title compound was prepared from 2-nitrobenzaldehyde, 3-aminopyrazole and ethyl isobutyrylacetate in the same manner as in Example 275. Starting materials: Cl (Hydrochloride), CNC(=O)[C@H]1CC2=C(NC3=CC=CC=C23)CN1C(=O)OC(C)(C)C ((R)-tert-butyl 3-(methylcarbamoyl)-3,4-dihydro-1H-pyrido[3,4-b]indole-2(9H)-carboxylate). Run in C1CCOC1 (THF). The product is Cl.CNC(=O)[C@H]1CC2=C(NC3=CC=CC=C23)CN1 ((R)—N-methyl-2,3,4,9-tetrahydro-1H-pyrido[3,4-b]indole-3-carboxamide hydrochloride). The yield is 87.0%. RXN SMILES: [ClH:1].[CH3:2][NH:3][C:4]([C@@H:6]1[N:18](C(OC(C)(C)C)=O)[CH2:17][C:9]2[NH:10][C:11]3[C:16]([C:8]=2[CH2:7]1)=[CH:15][CH:14]=[CH:13][CH:12]=3)=[O:5]>C1COCC1>[ClH:1].[CH3:2][NH:3][C:4]([C@@H:6]1[NH:18][CH2:17][C:9]2[NH:10][C:11]3[C:16]([C:8]=2[CH2:7]1)=[CH:15][CH:14]=[CH:13][CH:12]=3)=[O:5] |f:3.4|. Reported procedure: Hydrochloride gas was bubbled into a solution of product (4-A) (5 g, 15 mmol) in THF (100 mL) at rt for 6 h. The solvent was evaporated to give product (5-A) (3.5 g, 87%) as a brown solid. 1H NMR (300 MHz, CD3OD): δ 7.54-7.51 (d, 1H), 7.41-7.38 (d, 1H), 7.22-7.17 (t, 1H), 7.13-7.08 (t, 1H), 4.55-4.54 (d, 2H), 4.35-4.30 (dd, 1H), 3.50-3.43 (dd, 1H), 3.18-3.08 (t, 1H), 2.91 (s, 3H). LC-MS (M+H)+=230. Starting materials: COc1cc(C(=O)N2CCC3(CC2)CC(=O)c2cc(C(C)(C)C(=O)OCc4ccccc4)ccc2O3)nc2c(OC)cccc12, CO. Product: COc1cc(C(=O)N2CCC3(CC2)CC(=O)c2cc(C(C)(C)C(=O)O)ccc2O3)nc2c(OC)cccc12. Reaction SMILES: [CH2:1]([c:2]1[cH:3][cH:4][cH:5][cH:6][cH:7]1)[O:8][C:9]([C:10]([CH3:11])([CH3:12])[c:13]1[cH:14][c:15]2[c:20]([cH:21][cH:22]1)[O:19][C:18]1([CH2:17][C:16]2=[O:44])[CH2:23][CH2:24][N:25]([C:28](=[O:29])[c:30]2[n:31][c:32]3[c:33]([O:42][CH3:43])[cH:34][cH:35][cH:36][c:37]3[c:38]([O:40][CH3:41])[cH:39]2)[CH2:26][CH2:27]1)=[O:45].[CH3:46][OH:47]>>[O:8]=[C:9]([C:10]([CH3:11])([CH3:12])[c:13]1[cH:14][c:15]2[c:20]([cH:21][cH:22]1)[O:19][C:18]1([CH2:17][C:16]2=[O:44])[CH2:23][CH2:24][N:25]([C:28](=[O:29])[c:30]2[n:31][c:32]3[c:33]([O:42][CH3:43])[cH:34][cH:35][cH:36][c:37]3[c:38]([O:40][CH3:41])[cH:39]2)[CH2:26][CH2:27]1)[OH:45]. The reactants are O=C(O)CCCCCBr, COC(=O)c1ccc(Nc2ccc(C(=O)OC)cc2)cc1, [Cl-], [H-], [Na+]. Product: COC(=O)c1ccc(N(C(=O)CCCCCBr)c2ccc(C(=O)OC)cc2)cc1. As a reaction SMILES: [Br:25][CH2:26][CH2:27][CH2:28][CH2:29][CH2:30][C:31](=[O:32])[OH:33].[CH3:3][O:4][C:5](=[O:6])[c:7]1[cH:8][cH:9][c:10]([NH:13][c:14]2[cH:15][cH:16][c:17]([C:20](=[O:21])[O:22][CH3:23])[cH:18][cH:19]2)[cH:11][cH:12]1.[Cl-:24].[H-:1].[Na+:2]>>[CH3:3][O:4][C:5](=[O:6])[c:7]1[cH:8][cH:9][c:10]([N:13]([c:14]2[cH:15][cH:16][c:17]([C:20](=[O:21])[O:22][CH3:23])[cH:18][cH:19]2)[C:31]([CH2:30][CH2:29][CH2:28][CH2:27][CH2:26][Br:25])=[O:32])[cH:11][cH:12]1.